This data is from the Open Reaction Database (ORD), a public repository of structured organic reaction records. The task is: describe an organic reaction: reactants, conditions, products, and yield Reactants: FC(F)(F)c1nnc2ccc(N3CCNCC3)nn12, O=Cc1ccc[nH]1. Yields the product FC(F)(F)c1nnc2ccc(N3CCN(Cc4ccc[nH]4)CC3)nn12. RXN SMILES: [N:1]1([c:7]2[cH:8][cH:9][c:10]3[n:11]([n:12]2)[c:13]([C:16]([F:17])([F:18])[F:19])[n:14][n:15]3)[CH2:2][CH2:3][NH:4][CH2:5][CH2:6]1.[nH:20]1[c:21]([CH:25]=[O:26])[cH:22][cH:23][cH:24]1>>[N:1]1([c:7]2[cH:8][cH:9][c:10]3[n:11]([n:12]2)[c:13]([C:16]([F:17])([F:18])[F:19])[n:14][n:15]3)[CH2:2][CH2:3][N:4]([CH2:25][c:21]2[nH:20][cH:24][cH:23][cH:22]2)[CH2:5][CH2:6]1. Reactants: O=[N+]([O-])c1ccc(CC2c3ccc(OCc4ccccc4)cc3CCN2c2ccc(F)cc2)cc1, CN(C)C=O, O, Cl[Sn]Cl. Product: Nc1ccc(CC2c3ccc(OCc4ccccc4)cc3CCN2c2ccc(F)cc2)cc1. As a reaction SMILES: [F:1][c:2]1[cH:3][cH:4][c:5]([N:8]2[CH:9]([CH2:26][c:27]3[cH:28][cH:29][c:30]([N+:33]([O-:34])=[O:35])[cH:31][cH:32]3)[c:10]3[cH:11][cH:12][c:13]([O:18][CH2:19][c:20]4[cH:21][cH:22][cH:23][cH:24][cH:25]4)[cH:14][c:15]3[CH2:16][CH2:17]2)[cH:6][cH:7]1.[O:40]=[CH:41][N:42]([CH3:43])[CH3:44].[OH2:39].[Sn:36]([Cl:37])[Cl:38]>>[F:1][c:2]1[cH:3][cH:4][c:5]([N:8]2[CH:9]([CH2:26][c:27]3[cH:28][cH:29][c:30]([NH2:33])[cH:31][cH:32]3)[c:10]3[cH:11][cH:12][c:13]([O:18][CH2:19][c:20]4[cH:21][cH:22][cH:23][cH:24][cH:25]4)[cH:14][c:15]3[CH2:16][CH2:17]2)[cH:6][cH:7]1.